Dataset: the Open Reaction Database (ORD), a public repository of structured organic reaction records. Task: describe an organic reaction: reactants, conditions, products, and yield The reactants are C(=O)NC=1SC=C(N1)C(C(=O)O)=NOCCNC(=O)OC(C)(C)C (2-(2-Formamidothiazol-4-yl)-2-(2-tert-butoxycarbonylaminoethoxyimino)acetic acid), P(=O)(Cl)(Cl)Cl (phosphoryl chloride), NC1[C@@H]2N(C(=C(CS2)CSC2=NN=NN2CCNC(=O)OC(C)(C)C)C(=O)O)C1=O (7-amino-3-[1-(2-tert-butoxycarbonylaminoethyl)- 1H-tetrazol-5-yl]thiomethyl-3-cephem-4-carboxylic acid), C[Si](C)(C)CC(=O)N (trimethylsilylacetamide). Solvent: C(C)(=O)OCC (ethyl acetate), CN(C=O)C (N,N-dimethylformamide). The product is C(=O)NC=1SC=C(N1)C(C(=O)NC1[C@@H]2N(C(=C(CS2)CSC2=NN=NN2CCNC(=O)OC(C)(C)C)C(=O)O)C1=O)=NOCCNC(=O)OC(C)(C)C (7-[2-(2-formamidothiazol-4-yl)-2-(2-tert-butoxycarbonylaminoethoxyimino)acetamido]-3-[1-(2-tert-butoxycarbonylaminoethyl)-1H-tetrazol-5-yl]thiomethyl-3-cephem-4-carboxylic acid). The yield is 83.1%. As a reaction SMILES: [CH:1]([NH:3][C:4]1[S:5][CH:6]=[C:7]([C:9](=[N:13][O:14][CH2:15][CH2:16][NH:17][C:18]([O:20][C:21]([CH3:24])([CH3:23])[CH3:22])=[O:19])[C:10]([OH:12])=O)[N:8]=1)=[O:2].P(Cl)(Cl)(Cl)=O.[NH2:30][CH:31]1[C:58](=[O:59])[N:33]2[C:34]([C:55]([OH:57])=[O:56])=[C:35]([CH2:38][S:39][C:40]3[N:44]([CH2:45][CH2:46][NH:47][C:48]([O:50][C:51]([CH3:54])([CH3:53])[CH3:52])=[O:49])[N:43]=[N:42][N:41]=3)[CH2:36][S:37][C@H:32]12.C[Si](CC(N)=O)(C)C>C(OCC)(=O)C.CN(C)C=O>[CH:1]([NH:3][C:4]1[S:5][CH:6]=[C:7]([C:9](=[N:13][O:14][CH2:15][CH2:16][NH:17][C:18]([O:20][C:21]([CH3:24])([CH3:23])[CH3:22])=[O:19])[C:10]([NH:30][CH:31]2[C:58](=[O:59])[N:33]3[C:34]([C:55]([OH:57])=[O:56])=[C:35]([CH2:38][S:39][C:40]4[N:44]([CH2:45][CH2:46][NH:47][C:48]([O:50][C:51]([CH3:53])([CH3:54])[CH3:52])=[O:49])[N:43]=[N:42][N:41]=4)[CH2:36][S:37][C@H:32]23)=[O:12])[N:8]=1)=[O:2]. Procedure: 2-(2-Formamidothiazol-4-yl)-2-(2-tert-butoxycarbonylaminoethoxyimino)acetic acid (syn isomer, 2 g.), N,N-dimethylformamide (0.45 g.), phosphoryl chloride (1.03 g.), 7-amino-3-[1-(2-tert-butoxycarbonylaminoethyl)- 1H-tetrazol-5-yl]thiomethyl-3-cephem-4-carboxylic acid (2.6 g.), trimethylsilylacetamide (5.9 g.) and ethyl acetate (50 ml.) were treated in a similar manner to that of Example 6-(1) to give 7-[2-(2-formamidothiazol-4-yl)-2-(2-tert-butoxycarbonylaminoethoxyimino)acetamido]-3-[1-(2-tert-... The reactants are OC1=CC=C(C=C1)C=1N(C(=CN1)C(F)(F)F)C (2-(4-hydroxyphenyl)-1-methyl-5-(trifluoromethyl)-1H-imidazole), C([O-])([O-])=O.[K+].[K+] (potassium carbonate), C(Cl)C1CO1 (epichlorohydrin). Product: O1C(COC2=CC=C(C=C2)C=2N(C(=CN2)C(F)(F)F)C)C1 (2-[4-(2,3-epoxypropoxy)-phenyl]-1-methyl-5-(trifluoromethyl)-1H-imidazole). RXN SMILES: [OH:1][C:2]1[CH:7]=[CH:6][C:5]([C:8]2[N:9]([CH3:17])[C:10]([C:13]([F:16])([F:15])[F:14])=[CH:11][N:12]=2)=[CH:4][CH:3]=1.C(=O)([O-])[O-].[K+].[K+].[CH2:24]([CH:26]1[O:28][CH2:27]1)Cl>>[O:28]1[CH2:27][CH:26]1[CH2:24][O:1][C:2]1[CH:7]=[CH:6][C:5]([C:8]2[N:9]([CH3:17])[C:10]([C:13]([F:16])([F:15])[F:14])=[CH:11][N:12]=2)=[CH:4][CH:3]=1 |f:1.2.3|. Procedure details: 25 g of the 2-(4-hydroxyphenyl)-1-methyl-5-(trifluoromethyl)-1H-imidazole obtained according to Example (20c) and 25 g of anhydrous potassium carbonate are suspended in 250 ml of epichlorohydrin and the mixture is heated under reflux for 10 minutes. The mixture is subsequently filtered and excess epichlorohydrin is removed in a rotary evaporator. The residue is dissolved in ether, the solution is stirred with silica gel and active carbon, the solution is filtered and hexane is added until crysta... Starting materials: CC#N, ClCc1c2ccccc2cc2ccccc12, O=C(O)CO. Product: O=C(CO)Oc1c2ccccc2cc2ccccc12. As a reaction SMILES: [CH3:22][C:23]#[N:24].[Cl:1][CH2:2][c:3]1[c:4]2[cH:5][cH:6][cH:7][cH:8][c:9]2[cH:10][c:11]2[cH:12][cH:13][cH:14][cH:15][c:16]12.[OH:17][CH2:18][C:19]([OH:20])=[O:21]>>[c:3]1([O:21][C:19]([CH2:18][OH:17])=[O:20])[c:4]2[cH:5][cH:6][cH:7][cH:8][c:9]2[cH:10][c:11]2[cH:12][cH:13][cH:14][cH:15][c:16]12. The reactants are N1(CCCC1)C1C(CCCC1)=NO (2-(1-pyrrolidinyl)cyclohexanone oxime), acid. The reagents and catalysts are O=[Pt]=O (PtO2). The solvent is CC(=O)OCC1=C2C=CC=CC2=C(C3=CC=CC=C31)COC(=O)C (acetic). Reaction conditions: time 96 hour. Product: N1(CCCC1)[C@@H]1[C@@H](CCCC1)N ((±) cis-2-(1-pyrrolidinyl)cyclohexylamine). RXN SMILES: [N:1]1([CH:6]2[CH2:11][CH2:10][CH2:9][CH2:8][C:7]2=[N:12]O)[CH2:5][CH2:4][CH2:3][CH2:2]1>CC(OCC1C2C(=CC=CC=2)C(COC(C)=O)=C2C=1C=CC=C2)=O.O=[Pt]=O>[N:1]1([C@H:6]2[CH2:11][CH2:10][CH2:9][CH2:8][C@H:7]2[NH2:12])[CH2:2][CH2:3][CH2:4][CH2:5]1. Procedure details: 2-(1-pyrrolidinyl)cyclohexanone oxime (c) (22.95 g, 0.105 mol) was dissolved in glacial acetic: acid (120 mL), PtO2 (1 g) was added and the mixture was hydrogenated at 45 psi for 96 hours. During this time, the catalyst was filtered and renewed every 24 hours. The reaction was followed by gas chromatography. The PtO2 was removed by filtration of the reaction mixture through celite and excess concentrated HCl was added. The solvent was removed in vacuo at 40°-50° C. and the resulting hydrochlorid... The reactants are FC1=C(C=O)C=CC=C1 (2-fluorobenzaldehyde), CC(C)(C)[N+](=O)[O-] (1,1-dimethylnitroethane), C(C)(=O)O (acetic acid). Reagents/catalysts: [Zn] (zinc). The solvent is C(C)O (ethanol). Yields the product FC1=C(C=CC=C1)C=[N+]([O-])C(C)(C)C (α-(2-fluorophenyl)-N-t-butylnitrone). Reaction SMILES: [F:1][C:2]1[CH:9]=[CH:8][CH:7]=[CH:6][C:3]=1[CH:4]=O.[CH3:10][C:11]([N+:14]([O-])=[O:15])([CH3:13])[CH3:12].C(O)(=O)C>C(O)C.[Zn]>[F:1][C:2]1[CH:9]=[CH:8][CH:7]=[CH:6][C:3]=1[CH:4]=[N+:14]([C:11]([CH3:13])([CH3:12])[CH3:10])[O-:15]. Procedure: To a suspension of 2-fluorobenzaldehyde (332.3 mg, 2.68 mmol), 1,1-dimethylnitroethane (547.5 mg, 5.31 mmol) and zinc (514.6 mg, 7.87 mmol) in ethanol (3.0 ml) was added acetic acid (940.2 mg, 15.7 mmol) dropwise at 5° C. while stirring. The mixture was stirred at room temperature for 6.5 hours. Zinc acetate in the mixture was filtered off and the filtrate was concentrated and purified by silica gel chromatography (hexane/ethyl acetate=4/1 to 2/1). Starting materials: N1=CC(=CC=C1)B(O)O (pyridine-3-boronic acid), I (hydroiodic acid), ClC1=NC=NC(=C1)Cl (4,6-dichloropyrimidine), chloro. Yields the product IC1=NC=NC(=C1)C=1C=NC=CC1 (4-Iodo-6-(pyridin-3-yl)pyrimidine). RXN SMILES: [N:1]1[CH:6]=[CH:5][CH:4]=[C:3](B(O)O)[CH:2]=1.Cl[C:11]1[CH:16]=[C:15](Cl)[N:14]=[CH:13][N:12]=1.[IH:18]>>[I:18][C:11]1[CH:16]=[C:15]([C:3]2[CH:2]=[N:1][CH:6]=[CH:5][CH:4]=2)[N:14]=[CH:13][N:12]=1. Procedure: The compound was prepared according to Example 1 using pyridine-3-boronic acid and 4,6-dichloropyrimidine. The resultant chloro compound was converted to iodo with hydroiodic acid as described in the general procedure. The reactants are ClC(C(=O)O)CC1=C(C=C(C(=C1)N1N=C(N(C1=O)C(F)F)C)F)Cl (2-chloro-3-{2-chloro-5-[4-(difluoromethyl)-4,5-dihydro-3-methyl-5-oxo-1H-1,2,4-triazol-1-yl]-4-fluorophenyl}propionic acid), C(C)O (ethanol), acid, solvent. Solvent: C1=CC=CC=C1 (benzene). Yields the product CCOC(=O)C(CC=1C=C(C(=CC1Cl)F)N2C(=O)N(C(=N2)C)C(F)F)Cl (carfentrazone-ethyl). As a reaction SMILES: [Cl:1][CH:2]([CH2:6][C:7]1[CH:12]=[C:11]([N:13]2[C:17](=[O:18])[N:16]([CH:19]([F:21])[F:20])[C:15]([CH3:22])=[N:14]2)[C:10]([F:23])=[CH:9][C:8]=1[Cl:24])[C:3]([OH:5])=[O:4].[CH2:25](O)[CH3:26]>C1C=CC=CC=1>[CH3:25][CH2:26][O:4][C:3]([CH:2]([Cl:1])[CH2:6][C:7]1[CH:12]=[C:11]([N:13]2[N:14]=[C:15]([CH3:22])[N:16]([CH:19]([F:20])[F:21])[C:17]2=[O:18])[C:10]([F:23])=[CH:9][C:8]=1[Cl:24])=[O:5]. Procedure details: adding 1 mol of the 2-chloro-3-{2-chloro-5-[4-(difluoromethyl)-4,5-dihydro-3-methyl-5-oxo-1H-1,2,4-triazol-1-yl]-4-fluorophenyl}propionic acid of the step (1), 4˜10 mol of ethanol and 0.03˜0.2 mol of an acid catalyst into 6˜12 mol of the solvent of benzene class; refluxing the reaction mixture until an esterification is completed; washing successively with water, with aqueous alkali base and then with water; and removing the solvent totally from the organic layer, to give a product carfentrazone... The reactants are CCOC(=O)CC(CC(C)C)C(=O)NC(Cc1ccc(OC)cc1)C(=O)O, C[NH-], CO, [K+], [OH-]. The product is C[NH-], COc1ccc(CC(NC(=O)C(CC(=O)O)CC(C)C)C(=O)O)cc1. RXN SMILES: [CH2:1]([CH3:2])[O:3][C:4](=[O:5])[CH2:6][CH:7]([C:8](=[O:9])[NH:10][CH:11]([CH2:12][c:13]1[cH:14][cH:15][c:16]([O:19][CH3:20])[cH:17][cH:18]1)[C:21](=[O:22])[OH:23])[CH2:24][CH:25]([CH3:26])[CH3:27].[CH3:28][NH-:29].[CH3:32][OH:33].[K+:31].[OH-:30]>>[CH3:28][NH-:29].[O:3]=[C:4]([OH:5])[CH2:6][CH:7]([C:8](=[O:9])[NH:10][CH:11]([CH2:12][c:13]1[cH:14][cH:15][c:16]([O:19][CH3:20])[cH:17][cH:18]1)[C:21](=[O:22])[OH:23])[CH2:24][CH:25]([CH3:26])[CH3:27]. Starting materials: BrCC1CCCCC1, O=C([O-])O, Cc1nc(OCC(=O)N(C)C2CCNCC2)nc(C)c1NC(=O)OC(C)(C)C, CN(C)C=O, CCN(C(C)C)C(C)C, [Na+]. Product: Cc1nc(OCC(=O)N(C)C2CCN(CC3CCCCC3)CC2)nc(C)c1NC(=O)OC(C)(C)C. Reaction SMILES: [Br:1][CH2:2][CH:3]1[CH2:4][CH2:5][CH2:6][CH2:7][CH2:8]1.[C:46](=[O:47])([OH:48])[O-:49].[CH3:18][c:19]1[n:20][c:21]([O:34][CH2:35][C:36](=[O:37])[N:38]([CH:39]2[CH2:40][CH2:41][NH:42][CH2:43][CH2:44]2)[CH3:45])[n:22][c:23]([CH3:33])[c:24]1[NH:25][C:26]([O:27][C:28]([CH3:29])([CH3:30])[CH3:31])=[O:32].[CH3:51][N:52]([CH3:53])[CH:54]=[O:55].[CH:9]([N:10]([CH:11]([CH3:12])[CH3:13])[CH2:14][CH3:15])([CH3:16])[CH3:17].[Na+:50]>>[CH2:2]([CH:3]1[CH2:4][CH2:5][CH2:6][CH2:7][CH2:8]1)[N:42]1[CH2:41][CH2:40][CH:39]([N:38]([C:36]([CH2:35][O:34][c:21]2[n:20][c:19]([CH3:18])[c:24]([NH:25][C:26]([O:27][C:28]([CH3:29])([CH3:30])[CH3:31])=[O:32])[c:23]([CH3:33])[n:22]2)=[O:37])[CH3:45])[CH2:44][CH2:43]1.